From a dataset of the Open Reaction Database (ORD), a public repository of structured organic reaction records. describe an organic reaction: reactants, conditions, products, and yield Reactants: COC=1C=C(CC2NCCC3=C(C(=C(C=C23)OC)OC)OC)C=CC1OC (1-(3,4-Dimethoxy-benzyl)-5,6,7-trimethoxy-1,2,3,4-tetrahydroisoquinoline), BrCC(=O)Br (2-bromoacetyl bromide), C(C)OC1=C(CN)C=CC=C1 (2-ethoxy-benzyl-amine). Product: COC=1C=C(CC2N(CCC3=C(C(=C(C=C23)OC)OC)OC)CC(=O)NCC2=C(C=CC=C2)OCC)C=CC1OC (2-[1-(3,4-Dimethoxy-benzyl)-5,6,7-trimethoxy-3,4-dihydro-1H-isoquinolin-2-yl]-N-(2-ethoxy-benzyl)-acetamide). As a reaction SMILES: [CH3:1][O:2][C:3]1[CH:4]=[C:5]([CH:23]=[CH:24][C:25]=1[O:26][CH3:27])[CH2:6][CH:7]1[C:16]2[C:11](=[C:12]([O:21][CH3:22])[C:13]([O:19][CH3:20])=[C:14]([O:17][CH3:18])[CH:15]=2)[CH2:10][CH2:9][NH:8]1.Br[CH2:29][C:30](Br)=[O:31].[CH2:33]([O:35][C:36]1[CH:43]=[CH:42][CH:41]=[CH:40][C:37]=1[CH2:38][NH2:39])[CH3:34]>>[CH3:1][O:2][C:3]1[CH:4]=[C:5]([CH:23]=[CH:24][C:25]=1[O:26][CH3:27])[CH2:6][CH:7]1[C:16]2[C:11](=[C:12]([O:21][CH3:22])[C:13]([O:19][CH3:20])=[C:14]([O:17][CH3:18])[CH:15]=2)[CH2:10][CH2:9][N:8]1[CH2:29][C:30]([NH:39][CH2:38][C:37]1[CH:40]=[CH:41][CH:42]=[CH:43][C:36]=1[O:35][CH2:33][CH3:34])=[O:31]. Procedure: prepared by reaction of 1-(3,4-Dimethoxy-benzyl)-5,6,7-trimethoxy-1,2,3,4-tetrahydroisoquinoline and 2-bromoacetyl bromide with 2-ethoxy-benzyl-amine Starting materials: CCO, CCOC(=O)CCNC(=O)c1ccc(NC(c2oc3ccc(OCCCSC)cc3c2C)C2CCCCC2)cc1, [Na+], [OH-]. The product is CSCCCOc1ccc2oc(C(Nc3ccc(C(=O)NCCC(=O)O)cc3)C3CCCCC3)c(C)c2c1. As a reaction SMILES: [CH3:43][CH2:44][OH:45].[CH:1]1([CH:7]([c:8]2[o:9][c:10]3[c:11]([c:12]2[CH3:13])[cH:14][c:15]([O:18][CH2:19][CH2:20][CH2:21][S:22][CH3:23])[cH:16][cH:17]3)[NH:24][c:25]2[cH:26][cH:27][c:28]([C:31](=[O:32])[NH:33][CH2:34][CH2:35][C:36](=[O:37])[O:38][CH2:39][CH3:40])[cH:29][cH:30]2)[CH2:2][CH2:3][CH2:4][CH2:5][CH2:6]1.[Na+:42].[OH-:41]>>[CH:1]1([CH:7]([c:8]2[o:9][c:10]3[c:11]([c:12]2[CH3:13])[cH:14][c:15]([O:18][CH2:19][CH2:20][CH2:21][S:22][CH3:23])[cH:16][cH:17]3)[NH:24][c:25]2[cH:26][cH:27][c:28]([C:31](=[O:32])[NH:33][CH2:34][CH2:35][C:36](=[O:37])[OH:38])[cH:29][cH:30]2)[CH2:2][CH2:3][CH2:4][CH2:5][CH2:6]1. Starting materials: BrC1=C2C=CC(=CC2=CC=C1)C=COC (methyl 5-bromo-2-naphthylvinyl ether), CCOCC (Ether), O (water), Cl (hydrochloric acid). The solvent is O1CCCC1 (tetrahydrofuran). The product is BrC1=C2C=CC(=CC2=CC=C1)CC=O (5-Bromo-2-naphthaleneacetaldehyde). Isolated yield 105.6%. RXN SMILES: [Br:1][C:2]1[CH:11]=[CH:10][CH:9]=[C:8]2[C:3]=1[CH:4]=[CH:5][C:6]([CH:12]=[CH:13][O:14]C)=[CH:7]2.Cl.CCOCC.O>O1CCCC1>[Br:1][C:2]1[CH:11]=[CH:10][CH:9]=[C:8]2[C:3]=1[CH:4]=[CH:5][C:6]([CH2:12][CH:13]=[O:14])=[CH:7]2. Procedure: The methyl 5-bromo-2-naphthylvinyl ether (2.8 g) dissolved in tetrahydrofuran (55 ml) was stirred with concentrated hydrochloric acid (10 ml) for 1 hour at room temperature. Ether and water were added and the organic solution separated and washed with water, saturated sodium bicarbonate and saturated sodium chloride solutions. Evaporation gave a liquid (2.8 g), nD20 =1.6444.